From a dataset of the Open Reaction Database (ORD), a public repository of structured organic reaction records. describe an organic reaction: reactants, conditions, products, and yield The reactants are ClC1=NC=C(C=C1)C1=CC=C(C=C1)Cl (2-chloro-5-(4-chlorophenyl)pyridine), CS(=O)C (DMSO), C(C)(C)N1CCNCC1 (1-isopropylpiperazine). Run in O (water). Reaction conditions: temperature 100 celsius. Product: ClC1=CC=C(C=C1)C=1C=CC(=NC1)N1CCN(CC1)C(C)C (1-[5-(4-chlorophenyl)pyridin-2-yl]-4-isopropylpiperazine). The yield is 85.2%. As a reaction SMILES: Cl[C:2]1[CH:7]=[CH:6][C:5]([C:8]2[CH:13]=[CH:12][C:11]([Cl:14])=[CH:10][CH:9]=2)=[CH:4][N:3]=1.CS(C)=O.[CH:19]([N:22]1[CH2:27][CH2:26][NH:25][CH2:24][CH2:23]1)([CH3:21])[CH3:20]>O>[Cl:14][C:11]1[CH:12]=[CH:13][C:8]([C:5]2[CH:6]=[CH:7][C:2]([N:25]3[CH2:26][CH2:27][N:22]([CH:19]([CH3:21])[CH3:20])[CH2:23][CH2:24]3)=[N:3][CH:4]=2)=[CH:9][CH:10]=1. Procedure details: A mixture of 2-chloro-5-(4-chlorophenyl)pyridine (500 mg, 2.23 mmol), DMSO (2.0 mL) and 1-isopropylpiperazine (3 mL, 23.4 mmol) was stirred and heated on a 100° C. oil-bath overnight. The reaction mixture was poured into water (75 mL), and the solid was isolated by filtration, washed with water and dried. The crude product was purified by column chromatography on silica gel (Kiselgel 60, mesh 0.040-0.63) eluting with a mixture of ethyl acetate and methanol (4:1). Collecting the proper fractions ... The reactants are C(C)[C@@H]1[C@@H]([C@]2(C)[C@@H](C1)[C@@H]1CCC3=CC(CC[C@@H]3[C@H]1CC2)=O)OC(CBr)=O (16β-ethyl-17β-bromoacetoxy-4-estren-3-one), CC(CCC(=O)O)C (4-methylvaleric acid). The solvent is CC(=O)C (acetone), [OH-].[Na+] (NaOH). Product: C(C)[C@@H]1[C@@H]([C@]2(C)[C@@H](C1)[C@@H]1CCC3=CC(CC[C@@H]3[C@H]1CC2)=O)OC(COC(CCC(C)C)=O)=O (16β-Ethyl-17β-(4-methylvaleryl)oxyacetoxy-4-estren-3-one). As a reaction SMILES: [CH2:1]([C@H:3]1[CH2:8][C@H:7]2[C@H:9]3[C@H:18]([CH2:19][CH2:20][C@:5]2([CH3:6])[C@H:4]1[O:22][C:23](=[O:26])[CH2:24]Br)[C@@H:17]1[C:12](=[CH:13][C:14](=[O:21])[CH2:15][CH2:16]1)[CH2:11][CH2:10]3)[CH3:2].[CH3:27][CH:28]([CH3:34])[CH2:29][CH2:30][C:31]([OH:33])=[O:32]>CC(C)=O.[OH-].[Na+]>[CH2:1]([C@H:3]1[CH2:8][C@H:7]2[C@H:9]3[C@H:18]([CH2:19][CH2:20][C@:5]2([CH3:6])[C@H:4]1[O:22][C:23](=[O:26])[CH2:24][O:33][C:31](=[O:32])[CH2:30][CH2:29][CH:28]([CH3:34])[CH3:27])[C@@H:17]1[C:12](=[CH:13][C:14](=[O:21])[CH2:15][CH2:16]1)[CH2:11][CH2:10]3)[CH3:2] |f:3.4|. Procedure: In 35 ml of acetone is dissolved 1.0 ml of 4-methylvaleric acid, and 4.6 ml of 2N-NaOH and then 1.9 g of 16β-ethyl-17β-bromoacetoxy-4-estren-3-one are added to the above solution. The mixture is refluxed for 6 hours. The acetone is distilled off under reduced pressure and 10 ml of water is added to the residue, followed by extraction with 100 ml of ethyl acetate. The organic layer is separated, washed with water and saturated aqueous sodium chloride solution and dried over anhydrous sodium sulfa...